This data is from the Open Reaction Database (ORD), a public repository of structured organic reaction records. The task is: describe an organic reaction: reactants, conditions, products, and yield The product is Cc1c(C(=O)OC(C)(C)C)oc2cccc(OCC(=O)N(C)C)c12. Reactants: CN(C)C(=O)CBr, Cc1c(C(=O)OC(C)(C)C)oc2cccc(O)c12, CN(C)C=O, O. As a reaction SMILES: [Br:19][CH2:20][C:21](=[O:22])[N:23]([CH3:24])[CH3:25].[C:1]([CH3:2])([CH3:3])([CH3:4])[O:5][C:6](=[O:7])[c:8]1[o:9][c:10]2[c:11]([c:12]1[CH3:13])[c:14]([OH:18])[cH:15][cH:16][cH:17]2.[O:26]=[CH:27][N:28]([CH3:29])[CH3:30].[OH2:31]>>[C:1]([CH3:2])([CH3:3])([CH3:4])[O:5][C:6](=[O:7])[c:8]1[o:9][c:10]2[c:11]([c:12]1[CH3:13])[c:14]([O:18][CH2:20][C:21](=[O:22])[N:23]([CH3:24])[CH3:25])[cH:15][cH:16][cH:17]2. The reactants are C(C1=CC=CC=C1)OC=1C=C(C=O)C=CC1OCC1=CC=CC=C1 (3,4-dibenzyloxybenzaldehyde), CC1(OCCO1)CCCCCCCBr (2-methyl-(7-bromoheptyl)-1,3-dioxolane), [Mg] (magnesium), Grignard reagent. Yields the product C(C1=CC=CC=C1)OC=1C=C(C=CC1OCC1=CC=CC=C1)C(CCCCCCCC(C)=O)=O (1-(3,4-dibenzyloxyphenyl)-1,9-decanedione). Isolated yield 18.5%. As a reaction SMILES: [CH2:1]([O:8][C:9]1[CH:10]=[C:11]([CH:14]=[CH:15][C:16]=1[O:17][CH2:18][C:19]1[CH:24]=[CH:23][CH:22]=[CH:21][CH:20]=1)[CH:12]=[O:13])[C:2]1[CH:7]=[CH:6][CH:5]=[CH:4][CH:3]=1.[CH3:25][C:26]1([CH2:31][CH2:32][CH2:33][CH2:34][CH2:35][CH2:36][CH2:37]Br)OCC[O:27]1.[Mg]>>[CH2:1]([O:8][C:9]1[CH:10]=[C:11]([C:12](=[O:13])[CH2:37][CH2:36][CH2:35][CH2:34][CH2:33][CH2:32][CH2:31][C:26](=[O:27])[CH3:25])[CH:14]=[CH:15][C:16]=1[O:17][CH2:18][C:19]1[CH:24]=[CH:23][CH:22]=[CH:21][CH:20]=1)[C:2]1[CH:3]=[CH:4][CH:5]=[CH:6][CH:7]=1. Reported procedure: By following the procedure as in Reference Example 25 using a Grignard reagent prepared from 3 g of 3,4-dibenzyloxybenzaldehyde, 2.5 g of 2-methyl-(7-bromoheptyl)-1,3-dioxolane, and 0.3 g of magnesium, 0.8 g of 1-(3,4-dibenzyloxyphenyl)-1,9-decanedione was obtained. Reactants: CN(C(=O)Cl)C (dimethylcarbamoylchloride), [Cl-].[NH4+] (ammonium chloride), C(CCC)[Li] (n-butyllithium), BrC1=NC=C(C=C1)Cl (2-bromo-5-chloropyridine), CCCCCC (hexane). The solvent is C(C)OCC (diethyl ether), O (water), C(C)OCC (diethyl ether). Conditions: temperature -70 celsius, time 20 minute. Product: ClC=1C=CC(=NC1)C(=O)C1=NC=C(C=C1)Cl (bis-(5-chloropyrid-2-yl)ketone). The yield is 27.0%. RXN SMILES: C([Li])CCC.Br[C:7]1[CH:12]=[CH:11][C:10]([Cl:13])=[CH:9][N:8]=1.CN(C)[C:16](Cl)=[O:17].[Cl-:20].[NH4+:21].[CH3:22][CH2:23][CH2:24][CH2:25][CH2:26]C>C(OCC)C.O>[Cl:20][C:23]1[CH:24]=[CH:25][C:26]([C:16]([C:7]2[CH:12]=[CH:11][C:10]([Cl:13])=[CH:9][N:8]=2)=[O:17])=[N:21][CH:22]=1 |f:3.4|. Procedure details: A solution of n-butyllithium in hexane (16.3 ml, 1.55 molar) was added under nitrogen to a stirred solution of 2-bromo-5-chloropyridine (5 g) in dry diethyl ether (70 ml) at -70° C. over a period of 20 minutes. A solution of dimethylcarbamoylchloride (1.36 g) in dry diethyl ether (25 ml) was then added slowly over a period of 20 minutes. The mixture was stirred for a further 20 minutes at -70° C. and a solution of ammonium chloride (5 g) in water (50 ml) was then added and the solution allowed t... Reactants: Br, CC1CCCN1, CS(=O)(=O)OCCC1Cc2cc(-c3ccc(C#N)cc3)ccc2O1. The product is CC1CCCN1CCC1Cc2cc(-c3ccc(C#N)cc3)ccc2O1. RXN SMILES: [BrH:1].[CH3:2][CH:3]1[NH:4][CH2:5][CH2:6][CH2:7]1.[CH3:8][S:9]([O:10][CH2:13][CH2:14][CH:15]1[O:16][c:17]2[c:18]([cH:20][c:21](-[c:24]3[cH:25][cH:26][c:27]([C:30]#[N:31])[cH:28][cH:29]3)[cH:22][cH:23]2)[CH2:19]1)(=[O:11])=[O:12]>>[CH3:2][CH:3]1[N:4]([CH2:13][CH2:14][CH:15]2[O:16][c:17]3[c:18]([cH:20][c:21](-[c:24]4[cH:25][cH:26][c:27]([C:30]#[N:31])[cH:28][cH:29]4)[cH:22][cH:23]3)[CH2:19]2)[CH2:5][CH2:6][CH2:7]1. Starting materials: [Br-], CC(C)(C)S(=O)N=C(c1cc(Br)ccc1F)C(F)(F)CO[Si](C)(C)C(C)(C)C, C[Mg+], CCOCC. Product: CC(C)(C)S(=O)NC(C)(c1cc(Br)ccc1F)C(F)(F)CO[Si](C)(C)C(C)(C)C. As a reaction SMILES: [Br-:29].[Br:1][c:2]1[cH:3][cH:4][c:5]([F:28])[c:6]([C:8]([C:9]([CH2:10][O:11][Si:12]([CH3:13])([CH3:14])[C:15]([CH3:16])([CH3:17])[CH3:18])([F:19])[F:20])=[N:21][S:22](=[O:23])[C:24]([CH3:25])([CH3:26])[CH3:27])[cH:7]1.[CH3:30][Mg+:31].[CH3:32][CH2:33][O:34][CH2:35][CH3:36]>>[Br:1][c:2]1[cH:3][cH:4][c:5]([F:28])[c:6]([C:8]([C:9]([CH2:10][O:11][Si:12]([CH3:13])([CH3:14])[C:15]([CH3:16])([CH3:17])[CH3:18])([F:19])[F:20])([NH:21][S:22](=[O:23])[C:24]([CH3:25])([CH3:26])[CH3:27])[CH3:30])[cH:7]1. The reactants are ON=C(C(=O)OCC)C(=O)CBr (ethyl 2-hydroxyimino-4-bromoacetoacetate), NC(=S)N (thiourea). Run in C(C)O (ethanol). Run at temperature 60 celsius, time 1 hour. Yields the product ON=C(C(=O)OCC)C=1N=C(SC1)N (ethyl 2-hydroxyimino-2-(2-amino-1,3-thiazol-4-yl)acetate). RXN SMILES: [OH:1][N:2]=[C:3]([C:9]([CH2:11]Br)=O)[C:4]([O:6][CH2:7][CH3:8])=[O:5].[NH2:13][C:14]([NH2:16])=[S:15]>C(O)C>[OH:1][N:2]=[C:3]([C:9]1[N:13]=[C:14]([NH2:16])[S:15][CH:11]=1)[C:4]([O:6][CH2:7][CH3:8])=[O:5]. Procedure details: A mixture of ethyl 2-hydroxyimino-4-bromoacetoacetate (a mixture of syn and anti isomers) (2.4 g) and thiourea (0.76 g) in ethanol (15 ml) was stirred for 1 hour at 60° C. Ethanol was distilled off under reduced pressure and water was added to the residue. The resultant mixture was adjusted to pH 1.0 and washed with ethyl acetate. The aqueous layer was adjusted to pH 4.5 with triethylamine and extracted with ethyl acetate. The extract was washed with water and a saturated sodium chloride aqueous... The reactants are FC1=C(C=CC(=C1)O)C(=O)N1[C@@H](CCC1)CN1CCCC1 ((2-Fluoro-4-hydroxy-phenyl)-(2-(S)-pyrrolidin-1-ylmethyl-pyrrolidin-1-yl)-methanone), ClC1=NC=C(C=C1)CCl (2-chloro-5-(chloromethyl)pyridine). Product: ClC1=CC=C(C=N1)COC1=CC(=C(C=C1)C(=O)N1[C@@H](CCC1)CN1CCCC1)F ([4-(6-Chloro-pyridin-3-ylmethoxy)-2-fluoro-phenyl]-(2-(S)-pyrrolidin-1-ylmethyl-pyrrolidin-1-yl)-methanone). Reaction SMILES: [F:1][C:2]1[CH:7]=[C:6]([OH:8])[CH:5]=[CH:4][C:3]=1[C:9]([N:11]1[CH2:15][CH2:14][CH2:13][C@H:12]1[CH2:16][N:17]1[CH2:21][CH2:20][CH2:19][CH2:18]1)=[O:10].[Cl:22][C:23]1[CH:28]=[CH:27][C:26]([CH2:29]Cl)=[CH:25][N:24]=1>>[Cl:22][C:23]1[N:24]=[CH:25][C:26]([CH2:29][O:8][C:6]2[CH:5]=[CH:4][C:3]([C:9]([N:11]3[CH2:15][CH2:14][CH2:13][C@H:12]3[CH2:16][N:17]3[CH2:21][CH2:20][CH2:19][CH2:18]3)=[O:10])=[C:2]([F:1])[CH:7]=2)=[CH:27][CH:28]=1. Procedure: The title compound is prepared in a manner substantially analogous to Procedure C using (2-Fluoro-4-hydroxy-phenyl)-(2-(S)-pyrrolidin-1-ylmethyl-pyrrolidin-1-yl)-methanone and 2-chloro-5-(chloromethyl)pyridine [CAS 70258-18-3]. MS (ES+) 418.3 Starting materials: CCOC(=O)C(C)=O, CCO, Cl, Nc1ccc(F)c(F)c1F. Yields the product CCOC(=O)C(C)Nc1ccc(F)c(F)c1F. Reaction SMILES: [C:11]([C:12](=[O:13])[CH3:14])(=[O:15])[O:16][CH2:17][CH3:18].[CH3:20][CH2:21][OH:22].[ClH:19].[F:1][c:2]1[c:3]([NH2:4])[cH:5][cH:6][c:7]([F:10])[c:8]1[F:9]>>[F:1][c:2]1[c:3]([NH:4][CH:12]([C:11](=[O:15])[O:16][CH2:17][CH3:18])[CH3:14])[cH:5][cH:6][c:7]([F:10])[c:8]1[F:9]. Starting materials: N#Cc1cc(B(O)O)ccc1F, COCCOC, COC(=O)c1ccnc(Cl)c1, [Cs+], [F-], [Pd], c1ccc(P(c2ccccc2)c2ccccc2)cc1, c1ccc(P(c2ccccc2)c2ccccc2)cc1, c1ccc(P(c2ccccc2)c2ccccc2)cc1, c1ccc(P(c2ccccc2)c2ccccc2)cc1. The product is COC(=O)c1ccnc(-c2ccc(F)c(C#N)c2)c1. Reaction SMILES: [C:3](#[N:4])[c:5]1[cH:6][c:7]([B:12]([OH:13])[OH:14])[cH:8][cH:9][c:10]1[F:11].[CH3:103][O:104][CH2:105][CH2:106][O:107][CH3:108].[Cl:15][c:16]1[cH:17][c:18]([C:19](=[O:20])[O:21][CH3:22])[cH:23][cH:24][n:25]1.[Cs+:2].[F-:1].[Pd:26].[c:27]1([P:28]([c:29]2[cH:30][cH:31][cH:32][cH:33][cH:34]2)[c:35]2[cH:36][cH:37][cH:38][cH:39][cH:40]2)[cH:41][cH:42][cH:43][cH:44][cH:45]1.[c:46]1([P:47]([c:48]2[cH:49][cH:50][cH:51][cH:52][cH:53]2)[c:54]2[cH:55][cH:56][cH:57][cH:58][cH:59]2)[cH:60][cH:61][cH:62][cH:63][cH:64]1.[c:65]1([P:66]([c:67]2[cH:68][cH:69][cH:70][cH:71][cH:72]2)[c:73]2[cH:74][cH:75][cH:76][cH:77][cH:78]2)[cH:79][cH:80][cH:81][cH:82][cH:83]1.[c:84]1([P:85]([c:86]2[cH:87][cH:88][cH:89][cH:90][cH:91]2)[c:92]2[cH:93][cH:94][cH:95][cH:96][cH:97]2)[cH:98][cH:99][cH:100][cH:101][cH:102]1>>[C:3](#[N:4])[c:5]1[cH:6][c:7](-[c:16]2[cH:17][c:18]([C:19](=[O:20])[O:21][CH3:22])[cH:23][cH:24][n:25]2)[cH:8][cH:9][c:10]1[F:11].